From a dataset of the Open Reaction Database (ORD), a public repository of structured organic reaction records. describe an organic reaction: reactants, conditions, products, and yield Starting materials: [Al+3], C1CCOC1, CCOC(=O)C1CCC(n2c(Nc3ccccc3F)nc3cnc(Nc4ccc(OC)cc4)nc32)CC1, O=C(O)C(F)(F)F, [H-], [H-], [H-], [H-], [Li+]. The product is COc1ccc(Nc2ncc3nc(Nc4ccccc4F)n(C4CCC(CO)CC4)c3n2)cc1. Reaction SMILES: [Al+3:39].[CH2:51]1[O:52][CH2:53][CH2:54][CH2:55]1.[F:1][c:2]1[c:3]([NH:8][c:9]2[n:10]([CH:27]3[CH2:28][CH2:29][CH:30]([C:33](=[O:34])[O:35][CH2:36][CH3:37])[CH2:31][CH2:32]3)[c:11]3[n:12][c:13]([NH:18][c:19]4[cH:20][cH:21][c:22]([O:25][CH3:26])[cH:23][cH:24]4)[n:14][cH:15][c:16]3[n:17]2)[cH:4][cH:5][cH:6][cH:7]1.[F:44][C:45]([F:46])([F:47])[C:48]([OH:49])=[O:50].[H-:38].[H-:41].[H-:42].[H-:43].[Li+:40]>>[F:1][c:2]1[c:3]([NH:8][c:9]2[n:10]([CH:27]3[CH2:28][CH2:29][CH:30]([CH2:33][OH:34])[CH2:31][CH2:32]3)[c:11]3[n:12][c:13]([NH:18][c:19]4[cH:20][cH:21][c:22]([O:25][CH3:26])[cH:23][cH:24]4)[n:14][cH:15][c:16]3[n:17]2)[cH:4][cH:5][cH:6][cH:7]1. Starting materials: S1(=O)(=O)NC(=O)C2=CC=CC=C12 (saccharin), [H-].[Na+] (NaH), O(C1=CC=CC=C1)CCCBr (3-phenoxypropyl bromide). Run in CN(C)C=O (DMF), CN(C)C=O (DMF). The product is O(C1=CC=CC=C1)CCCN1S(=O)(=O)C2=CC=CC=C2C1=O (N-(3-Phenoxypropyl)saccharin). As a reaction SMILES: [S:1]1([C:12]2[C:7](=[CH:8][CH:9]=[CH:10][CH:11]=2)[C:5](=[O:6])[NH:4]1)(=[O:3])=[O:2].[H-].[Na+].[O:15]([CH2:22][CH2:23][CH2:24]Br)[C:16]1[CH:21]=[CH:20][CH:19]=[CH:18][CH:17]=1>CN(C=O)C>[O:15]([CH2:22][CH2:23][CH2:24][N:4]1[C:5](=[O:6])[C:7]2[C:12](=[CH:11][CH:10]=[CH:9][CH:8]=2)[S:1]1(=[O:2])=[O:3])[C:16]1[CH:21]=[CH:20][CH:19]=[CH:18][CH:17]=1 |f:1.2|. Procedure details: The title compound was synthesized analogously to 83.8 (see experimental below), using a solution of saccharin (92 mg, 0.5 mmol) in DMF (anhydrous, 4 mL), NaH (60% dispersion in mineral oil, 21 mg, 0.52 mmol) and a solution of 3-phenoxypropyl bromide (130 mg, 0.6 mmol) in anhydrous DMF (1 mL). The crude obtained after workup was purified by flash column chromatography on silica gel (25% ethyl acetate-petroleum ether) to give 83.4 as a white solid (m p 83-86° C.) in 65% yield (130 mg). 1H NMR (50... Starting materials: CCOC(=O)c1c(C)[nH]c(C=O)c1C, C1CCNCC1, CCO, O=C1Cc2ccccc2N1. Yields the product CCOC(=O)c1c(C)[nH]c(C=C2C(=O)Nc3ccccc32)c1C. RXN SMILES: [CH2:11]([CH3:12])[O:13][C:14](=[O:15])[c:16]1[c:17]([CH3:24])[c:18]([CH:22]=[O:23])[nH:19][c:20]1[CH3:21].[CH2:25]1[CH2:26][CH2:27][NH:28][CH2:29][CH2:30]1.[CH3:31][CH2:32][OH:33].[NH:1]1[C:2](=[O:10])[CH2:3][c:4]2[cH:5][cH:6][cH:7][cH:8][c:9]21>>[NH:1]1[C:2](=[O:10])[C:3](=[CH:22][c:18]2[c:17]([CH3:24])[c:16]([C:14]([O:13][CH2:11][CH3:12])=[O:15])[c:20]([CH3:21])[nH:19]2)[c:4]2[cH:5][cH:6][cH:7][cH:8][c:9]21. The reactants are ClCCl, O=C(C(Cl)Cl)N1CCSC1C(Cl)(Cl)Cl, O=C(OO)c1ccc([N+](=O)[O-])cc1. The product is O=C(O)c1ccc([N+](=O)[O-])cc1. As a reaction SMILES: [CH2:28]([Cl:29])[Cl:30].[Cl:14][C:15]([Cl:16])([Cl:17])[CH:18]1[N:19]([C:20](=[O:21])[CH:22]([Cl:23])[Cl:24])[CH2:25][CH2:26][S:27]1.[N+:1](=[O:2])([O-:3])[c:4]1[cH:5][cH:6][c:7]([C:10](=[O:11])[O:12][OH:13])[cH:8][cH:9]1>>[N+:1](=[O:2])([O-:3])[c:4]1[cH:5][cH:6][c:7]([C:10](=[O:11])[OH:12])[cH:8][cH:9]1. As a reaction SMILES: [CH3:41][OH:42].[Na+:40].[OH-:39].[c:1]1([CH:7]([c:8]2[cH:9][cH:10][c:11](=[O:32])[n:12]([CH2:14][CH:15]=[CH:16][c:17]3[c:18]4[cH:19][cH:20][n:21]([CH2:26][C:27](=[O:28])[O:29][CH2:30][CH3:31])[c:22]4[cH:23][cH:24][cH:25]3)[cH:13]2)[c:33]2[cH:34][cH:35][cH:36][cH:37][cH:38]2)[cH:2][cH:3][cH:4][cH:5][cH:6]1>>[c:1]1([CH:7]([c:8]2[cH:9][cH:10][c:11](=[O:32])[n:12]([CH2:14][CH:15]=[CH:16][c:17]3[c:18]4[cH:19][cH:20][n:21]([CH2:26][C:27](=[O:28])[OH:29])[c:22]4[cH:23][cH:24][cH:25]3)[cH:13]2)[c:33]2[cH:34][cH:35][cH:36][cH:37][cH:38]2)[cH:2][cH:3][cH:4][cH:5][cH:6]1. Yields the product O=C(O)Cn1ccc2c(C=CCn3cc(C(c4ccccc4)c4ccccc4)ccc3=O)cccc21. Reactants: CO, [Na+], [OH-], CCOC(=O)Cn1ccc2c(C=CCn3cc(C(c4ccccc4)c4ccccc4)ccc3=O)cccc21.